Dataset: the Open Reaction Database (ORD), a public repository of structured organic reaction records. Task: describe an organic reaction: reactants, conditions, products, and yield Starting materials: C(=O)N (formamide), BrC1=CC2=C(N(C(=N2)CCC(=O)C2=CC(=CC=C2)F)CC)C=C1 (3-(5-bromo-1-ethyl-1H-benzoimidazol-2-yl)-1-(3-fluoro-phenyl)-propan-1-one), BrBr (bromine), P12(=S)SP3(=S)SP(=S)(S1)SP(=S)(S2)S3 (P2S5), C(=S)N (Thioformamide). The solvent is O1CCOCC1 (1,4-dioxane), O1CCOCC1 (1,4-dioxane). Product: BrC1=CC2=C(N(C(=N2)CC2=C(N=CS2)C2=CC(=CC=C2)F)CC)C=C1 (5-bromo-1-ethyl-2-[4-(3-fluoro-phenyl)-thiazol-5-ylmethyl]-1H-benzoimidazole). RXN SMILES: [Br:1][C:2]1[CH:23]=[CH:22][C:5]2[N:6]([CH2:20][CH3:21])[C:7]([CH2:9][CH2:10][C:11]([C:13]3[CH:18]=[CH:17][CH:16]=[C:15]([F:19])[CH:14]=3)=O)=[N:8][C:4]=2[CH:3]=1.BrBr.[CH:26]([NH2:28])=[S:27].C(N)=O.P12(SP3(SP(SP(S3)(S1)=S)(=S)S2)=S)=S>O1CCOCC1>[Br:1][C:2]1[CH:23]=[CH:22][C:5]2[N:6]([CH2:20][CH3:21])[C:7]([CH2:9][C:10]3[S:27][CH:26]=[N:28][C:11]=3[C:13]3[CH:18]=[CH:17][CH:16]=[C:15]([F:19])[CH:14]=3)=[N:8][C:4]=2[CH:3]=1. Reported procedure: A mixture of 3-(5-bromo-1-ethyl-1H-benzoimidazol-2-yl)-1-(3-fluoro-phenyl)-propan-1-one (0.2 g, 0.53 mmol) and bromine (0.1 g, 0.62 mmol) is refluxed in 1,4-dioxane for 2 hours. Thioformamide (freshly made from formamide and P2S5 in 1,4-dioxane) (1.3 mmol) are added to the solution. The mixture is refluxed overnight. The solvent is removed and NaHCO3 (aq.) (15 mL) and DCM (40 mL) are added to the residue. The organic layer is separated and the aqueous layer is extracted with DCM (2×30 mL). The c... Starting materials: CC(=O)OCC(=O)O, CCN(C(C)C)C(C)C, CO, CCN=C=NCCCN(C)C, CO, CN(C)C=O, Cc1cc(C(=O)Nc2cc(Oc3ccc4nc(NC(=O)C5CC5)cn4n3)ccc2F)n(C)n1, Cl, Cl, [Na+], [Na+], O=C([O-])[O-], O, On1nnc2ccccc21. The product is Cc1cc(C(=O)Nc2cc(Oc3ccc4nc(NC(=O)CO)cn4n3)ccc2F)n(C)n1. Reaction SMILES: [C:37]([O:38][CH2:40][C:41]([OH:42])=[O:43])(=[O:39])[CH3:44].[CH2:67]([N:68]([CH:69]([CH3:70])[CH3:71])[CH:72]([CH3:73])[CH3:74])[CH3:75].[CH3:34][OH:35].[CH3:46][N:47]([CH3:48])[CH2:49][CH2:50][CH2:51][N:52]=[C:53]=[N:54][CH2:55][CH3:56].[CH3:83][OH:84].[CH3:85][N:86]([CH3:87])[CH:88]=[O:89].[CH:1]1([C:4](=[O:5])[NH:6][c:7]2[n:8][c:9]3[n:10]([n:11][c:12]([O:15][c:16]4[cH:17][cH:18][c:19]([F:32])[c:20]([NH:22][C:23](=[O:24])[c:25]5[cH:26][c:27]([CH3:31])[n:28][n:29]5[CH3:30])[cH:21]4)[cH:13][cH:14]3)[cH:33]2)[CH2:2][CH2:3]1.[ClH:36].[ClH:45].[Na+:76].[Na+:77].[O-:78][C:79](=[O:80])[O-:81].[OH2:82].[OH:57][n:58]1[c:59]2[cH:60][cH:61][cH:62][cH:63][c:64]2[n:65][n:66]1>>[CH2:1]([C:4](=[O:5])[NH:6][c:7]1[n:8][c:9]2[n:10]([n:11][c:12]([O:15][c:16]3[cH:17][cH:18][c:19]([F:32])[c:20]([NH:22][C:23](=[O:24])[c:25]4[cH:26][c:27]([CH3:31])[n:28][n:29]4[CH3:30])[cH:21]3)[cH:13][cH:14]2)[cH:33]1)[OH:39]. The reactants are C#CCOc1ccc(C)cc1S(=O)(=O)N=C=O, COc1cc(Cl)nc(N)n1, C1CCOC1. Product: C#CCOc1ccc(C)cc1S(=O)(=O)NC(=O)Nc1nc(Cl)cc(OC)n1. Reaction SMILES: [CH3:1][c:2]1[cH:3][cH:4][c:5]([O:14][CH2:15][C:16]#[CH:17])[c:6]([S:8](=[O:9])(=[O:10])[N:11]=[C:12]=[O:13])[cH:7]1.[NH2:18][c:19]1[n:20][c:21]([O:26][CH3:27])[cH:22][c:23]([Cl:25])[n:24]1.[O:28]1[CH2:29][CH2:30][CH2:31][CH2:32]1>>[CH3:1][c:2]1[cH:3][cH:4][c:5]([O:14][CH2:15][C:16]#[CH:17])[c:6]([S:8](=[O:9])(=[O:10])[NH:11][C:12](=[O:13])[NH:18][c:19]2[n:20][c:21]([O:26][CH3:27])[cH:22][c:23]([Cl:25])[n:24]2)[cH:7]1.